The task is: describe an organic reaction: reactants, conditions, products, and yield. This data is from the Open Reaction Database (ORD), a public repository of structured organic reaction records. Starting materials: ClC1=CC=C(C(=O)OC)C=C1 (methyl 4-chlorobenzoate), C[Si]([O-])(C)C.[K+] (potassium trimethylsilanolate). The solvent is CCOCC (ether). The product is ClC1=CC=C(C(=O)[O-])C=C1.[K+] (Potassium 4-chlorobenzoate). Yield: 84.1%. RXN SMILES: [Cl:1][C:2]1[CH:11]=[CH:10][C:5]([C:6]([O:8]C)=[O:7])=[CH:4][CH:3]=1.C[Si](C)(C)[O-].[K+:17]>CCOCC>[Cl:1][C:2]1[CH:11]=[CH:10][C:5]([C:6]([O-:8])=[O:7])=[CH:4][CH:3]=1.[K+:17] |f:1.2,4.5|. Procedure details: The procedure of Example 1 was followed using methyl 4-chlorobenzoate (13.65 g, 80 mmol), potassium trimethylsilanolate (10.26 g, 80 mmol), dry ether (500 mL) and a 4 h reaction time. Potassium 4-chlorobenzoate (13.1 g, 84% yield) was isolated as a white solid: 1H NMR (D2O, DSS, 80 MHz) δ 7.68 ppm (ABq, Δν1-3 =29 Hz, J=8.5 Hz, Ar--H's, 4H). Anal. Calcd. for C7H4ClKO2 : C, 43.19; H, 2.07. Found: C, 43.27; H, 2.33.